Dataset: the Open Reaction Database (ORD), a public repository of structured organic reaction records. Task: describe an organic reaction: reactants, conditions, products, and yield Starting materials: BrCC1CC1, Cc1nc2c(cc1CO)CC1CN(C(=O)OC(C)(C)C)CC(C)N21, [H-], [Na+]. Yields the product Cc1nc2c(cc1COCC1CC1)CC1CN(C(=O)OC(C)(C)C)CC(C)N21. As a reaction SMILES: [Br:27][CH2:28][CH:29]1[CH2:30][CH2:31]1.[C:1]([CH3:2])([CH3:3])([CH3:4])[O:5][C:6](=[O:7])[N:8]1[CH2:9][CH:10]2[CH2:11][c:12]3[cH:13][c:14]([CH2:23][OH:24])[c:15]([CH3:22])[n:16][c:17]3[N:18]2[CH:19]([CH3:21])[CH2:20]1.[H-:25].[Na+:26]>>[C:1]([CH3:2])([CH3:3])([CH3:4])[O:5][C:6](=[O:7])[N:8]1[CH2:9][CH:10]2[CH2:11][c:12]3[cH:13][c:14]([CH2:23][O:24][CH2:28][CH:29]4[CH2:30][CH2:31]4)[c:15]([CH3:22])[n:16][c:17]3[N:18]2[CH:19]([CH3:21])[CH2:20]1.